Dataset: the Open Reaction Database (ORD), a public repository of structured organic reaction records. Task: describe an organic reaction: reactants, conditions, products, and yield Starting materials: BrCCCCCC1=CC=C(C=C1)C1=CC=CC=C1 (4-(5-bromopentyl)-1,1′-biphenyl), N1=CC=CC=C1 (pyridine). Conditions: temperature 65 celsius. The product is [Br-].C1(=CC=C(C=C1)CCCCC[N+]1=CC=CC=C1)C1=CC=CC=C1 (1-[5-(1,1′-biphenyl-4-yl)-pentyl]-pyridinium bromide). The yield is 90.0%. As a reaction SMILES: [Br:1][CH2:2][CH2:3][CH2:4][CH2:5][CH2:6][C:7]1[CH:12]=[CH:11][C:10]([C:13]2[CH:18]=[CH:17][CH:16]=[CH:15][CH:14]=2)=[CH:9][CH:8]=1.[N:19]1[CH:24]=[CH:23][CH:22]=[CH:21][CH:20]=1>>[Br-:1].[C:10]1([C:13]2[CH:18]=[CH:17][CH:16]=[CH:15][CH:14]=2)[CH:11]=[CH:12][C:7]([CH2:6][CH2:5][CH2:4][CH2:3][CH2:2][N+:19]2[CH:24]=[CH:23][CH:22]=[CH:21][CH:20]=2)=[CH:8][CH:9]=1 |f:2.3|. Procedure: A mixture of 4-(5-bromopentyl)-1,1′-biphenyl (335 mg, 1.10 mmol) and pyridine (1 mL) was heated at 60-70° C. for 12 hrs. The resulted mixture was washed with diethyl ether and then dissolved in water (15 mL). The aqueous solution was extracted with diethyl ether (30 mL×3). Water was removed by lyophilization to afford 381 mg of the title compound. Yield: 90%. 1H NMR (300 MHz, CDCl3) δ 1.44 (m, 2H), 1.69 (m, 2H), 2.07 (m, 2H), 2.62 (t, J=7.5 Hz, 2H), 4.96 (t, J=7.5 Hz, 2H), 7.15-7.60 (m, 9H), 8.0... Starting materials: CN(N)C1=CC=CC=C1 (methylphenylhydrazine), ClC1=CC=C(C=C1)SCC(=O)C (1-[(4-chlorophenyl)thio]acetone), O (water), C(C)#N (acetonitrile). Conditions: time 8 hour. Yields the product ClC1=CC=C(C=C1)SC1=C(NC2=CC=C(C=C12)C)C (3-[(4-chlorophenyl)thio]-2,5-dimethyl-1H-indole). As a reaction SMILES: C[N:2]([C:4]1[CH:9]=[CH:8][CH:7]=[CH:6][CH:5]=1)N.[Cl:10][C:11]1[CH:16]=[CH:15][C:14]([S:17][CH2:18][C:19]([CH3:21])=O)=[CH:13][CH:12]=1.O.[C:23](#N)C>>[Cl:10][C:11]1[CH:16]=[CH:15][C:14]([S:17][C:18]2[C:9]3[C:4](=[CH:5][CH:6]=[C:7]([CH3:23])[CH:8]=3)[NH:2][C:19]=2[CH3:21])=[CH:13][CH:12]=1. Procedure: To a solution of methylphenylhydrazine (7 g) in acetonitrile (100 ml) was added 1-[(4-chlorophenyl)thio]acetone (8.84 g) and water (10 ml). The mixture was stirred at room temperature overnight. The reaction mixture was concentrated in vacuo and the residue dissolved in dichloromethane. The solution was washed with sodium hydrogen carbonate, brine, dried (MgSO4) and concentrated in vacuo. The residue was recrystallised (methanol) to give the sub-title compound (6 g). Reactants: crude product, Cl (hydrochloric acid), ClC=1C2=C(N=C(N1)C)SC(=C2)C2CCC(CC2)(C)C (4-chloro-6-(4,4-dimethylcyclohexyl)-2-methylthieno[2,3-d]pyrimidine), C(CCC)[Sn](C(=C)OCC)(CCCC)CCCC (tributyl(1-ethoxyvinyl)stannane), CC1(CCC(CC1)C1=CC2=C(N=C(N=C2C(=C)OCC)C)S1)C (6-(4,4-dimethylcyclohexyl)-4-(1-ethoxyvinyl)-2-methylthieno[2,3-d]pyrimidine), [NH4+].[Cl-] (NH4Cl). Reagents/catalysts: C=1C=CC(=CC1)[P](C=2C=CC=CC2)(C=3C=CC=CC3)[Pd]([P](C=4C=CC=CC4)(C=5C=CC=CC5)C=6C=CC=CC6)([P](C=7C=CC=CC7)(C=8C=CC=CC8)C=9C=CC=CC9)[P](C=1C=CC=CC1)(C=1C=CC=CC1)C=1C=CC=CC1 (Pd(PPh3)4). Run in CCO (EtOH), C1(=CC=CC=C1)C (toluene). Reaction conditions: time 8 hour. Product: CC1(CCC(CC1)C1=CC2=C(N=C(N=C2C(C)=O)C)S1)C (1-[6-(4,4-dimethylcyclohexyl)-2-methylthieno[2,3-d]pyrimidin-4-yl]ethanone). Reaction SMILES: ClC1C2C=C(C3CCC(C)(C)CC3)SC=2N=C(C)N=1.C([Sn](CCCC)(CCCC)C(OCC)=C)CCC.[NH4+].[Cl-].[CH3:40][C:41]1([CH3:62])[CH2:46][CH2:45][CH:44]([C:47]2[S:61][C:50]3[N:51]=[C:52]([CH3:60])[N:53]=[C:54]([C:55]([O:57]CC)=[CH2:56])[C:49]=3[CH:48]=2)[CH2:43][CH2:42]1.Cl>C1C=CC([P]([Pd]([P](C2C=CC=CC=2)(C2C=CC=CC=2)C2C=CC=CC=2)([P](C2C=CC=CC=2)(C2C=CC=CC=2)C2C=CC=CC=2)[P](C2C=CC=CC=2)(C2C=CC=CC=2)C2C=CC=CC=2)(C2C=CC=CC=2)C2C=CC=CC=2)=CC=1.CCO.C1(C)C=CC=CC=1>[CH3:40][C:41]1([CH3:62])[CH2:46][CH2:45][CH:44]([C:47]2[S:61][C:50]3[N:51]=[C:52]([CH3:60])[N:53]=[C:54]([C:55](=[O:57])[CH3:56])[C:49]=3[CH:48]=2)[CH2:43][CH2:42]1 |f:2.3,^1:67,69,88,107|. Procedure: To a mixture of 4-chloro-6-(4,4-dimethylcyclohexyl)-2-methylthieno[2,3-d]pyrimidine (1.0 g), tributyl(1-ethoxyvinyl)stannane (1.16 mL), and toluene (10.8 mL) was added Pd(PPh3)4 (392 mg), followed by heating to reflux for 5 hours. The reaction mixture was left to be cooled to room temperature, and to the reaction mixture were added a saturated aqueous NH4Cl solution, followed by extraction with EtOAc. The organic layer was washed sequentially with water and brine, dried over MgSO4, and then conc... Reactants: C1COCCO1, N#Cc1cc(OCc2cc(F)cc(F)c2)ccc1[N+](=O)[O-], [Pd]. Product: N#Cc1cc(OCc2cc(F)cc(F)c2)ccc1N. RXN SMILES: [CH2:22]1[O:23][CH2:24][CH2:25][O:26][CH2:27]1.[F:1][c:2]1[cH:3][c:4]([CH2:5][O:6][c:7]2[cH:8][cH:9][c:10]([N+:15]([O-:16])=[O:17])[c:11]([C:12]#[N:13])[cH:14]2)[cH:18][c:19]([F:21])[cH:20]1.[Pd:28]>>[F:1][c:2]1[cH:3][c:4]([CH2:5][O:6][c:7]2[cH:8][cH:9][c:10]([NH2:15])[c:11]([C:12]#[N:13])[cH:14]2)[cH:18][c:19]([F:21])[cH:20]1. Starting materials: ClC1=NC(=CC(=C1)CO)N(C)C ((2-chloro-6-(dimethylamino)pyridin-4-yl)methanol), CC(=O)OC(=O)C (Ac2O). Run in N1=CC=CC=C1 (pyridine). Conditions: time 12 hour. The product is C(C)(=O)OCC1=CC(=NC(=C1)N(C)C)Cl ((2-chloro-6-(dimethylamino)pyridin-4-yl)methyl acetate). RXN SMILES: [Cl:1][C:2]1[CH:7]=[C:6]([CH2:8][OH:9])[CH:5]=[C:4]([N:10]([CH3:12])[CH3:11])[N:3]=1.[CH3:13][C:14](OC(C)=O)=[O:15]>N1C=CC=CC=1>[C:14]([O:9][CH2:8][C:6]1[CH:5]=[C:4]([N:10]([CH3:12])[CH3:11])[N:3]=[C:2]([Cl:1])[CH:7]=1)(=[O:15])[CH3:13]. Reported procedure: To a stirring solution of (2-chloro-6-(dimethylamino)pyridin-4-yl)methanol in 7 mL of pyridine was added 1.2 mL of Ac2O. After the solution was stirred for 12 h, the solution was concentrated, and saturated NaHCO3 solution was added to pH=7. The aqueous layer was extracted with EtOAc, and the organic layer was washed with H2O (15 mL) and brine (15 mL), dried over Na2SO4, filtered, and concentrated. Purification by flash silica gel chromatography (15% EtOAc/hexanes) provided (2-chloro-6-(dimethyl... Reactants: CN(C)c1ccncc1, CCN(C(C)C)C(C)C, ClCCl, OCC1CCc2ccc3ccccc3c2O1, Cc1ccc(S(=O)(=O)Cl)cc1. The product is Cc1ccc(S(=O)(=O)OCC2CCc3ccc4ccccc4c3O2)cc1. As a reaction SMILES: [CH3:40][N:41]([CH3:42])[c:43]1[cH:44][cH:45][n:46][cH:47][cH:48]1.[CH:28]([N:29]([CH2:30][CH3:31])[CH:32]([CH3:33])[CH3:34])([CH3:35])[CH3:36].[Cl:37][CH2:38][Cl:39].[O:1]1[CH:2]([CH2:15][OH:16])[CH2:3][CH2:4][c:5]2[cH:6][cH:7][c:8]3[c:9]([c:10]21)[cH:11][cH:12][cH:13][cH:14]3.[c:17]1([CH3:27])[cH:18][cH:19][c:20]([S:23](=[O:24])(=[O:25])[Cl:26])[cH:21][cH:22]1>>[O:1]1[CH:2]([CH2:15][O:16][S:23]([c:20]2[cH:19][cH:18][c:17]([CH3:27])[cH:22][cH:21]2)(=[O:24])=[O:25])[CH2:3][CH2:4][c:5]2[cH:6][cH:7][c:8]3[c:9]([c:10]21)[cH:11][cH:12][cH:13][cH:14]3. Reactants: C=C(OCC)[Sn](CCCC)(CCCC)CCCC, CCOC(C)=O, Nc1nc(Cl)ccc1C(=O)NCc1ccc(Oc2ccccc2)s1, O, Cc1ccccc1C, c1ccc(P(c2ccccc2)(c2ccccc2)[Pd](P(c2ccccc2)(c2ccccc2)c2ccccc2)(P(c2ccccc2)(c2ccccc2)c2ccccc2)P(c2ccccc2)(c2ccccc2)c2ccccc2)cc1. Yields the product C=C(OCC)c1ccc(C(=O)NCc2ccc(Oc3ccccc3)s2)c(N)n1. Reaction SMILES: [CH2:1]([CH3:2])[O:3][C:4](=[CH2:5])[Sn:6]([CH2:7][CH2:8][CH2:9][CH3:10])([CH2:11][CH2:12][CH2:13][CH3:14])[CH2:15][CH2:16][CH2:17][CH3:18].[CH3:129][CH2:130][O:131][C:132](=[O:133])[CH3:134].[NH2:19][c:20]1[c:21]([C:22](=[O:23])[NH:24][CH2:25][c:26]2[s:27][c:28]([O:31][c:32]3[cH:33][cH:34][cH:35][cH:36][cH:37]3)[cH:29][cH:30]2)[cH:38][cH:39][c:40]([Cl:42])[n:41]1.[OH2:51].[c:43]1([CH3:44])[c:45]([CH3:46])[cH:47][cH:48][cH:49][cH:50]1.[cH:52]1[cH:53][cH:54][c:55]([P:56]([Pd:57]([P:58]([c:59]2[cH:60][cH:61][cH:62][cH:63][cH:64]2)([c:65]2[cH:66][cH:67][cH:68][cH:69][cH:70]2)[c:71]2[cH:72][cH:73][cH:74][cH:75][cH:76]2)([P:77]([c:78]2[cH:79][cH:80][cH:81][cH:82][cH:83]2)([c:84]2[cH:85][cH:86][cH:87][cH:88][cH:89]2)[c:90]2[cH:91][cH:92][cH:93][cH:94][cH:95]2)[P:96]([c:97]2[cH:98][cH:99][cH:100][cH:101][cH:102]2)([c:103]2[cH:104][cH:105][cH:106][cH:107][cH:108]2)[c:109]2[cH:110][cH:111][cH:112][cH:113][cH:114]2)([c:115]2[cH:116][cH:117][cH:118][cH:119][cH:120]2)[c:121]2[cH:122][cH:123][cH:124][cH:125][cH:126]2)[cH:127][cH:128]1>>[CH2:1]([CH3:2])[O:3][C:4](=[CH2:5])[c:40]1[cH:39][cH:38][c:21]([C:22](=[O:23])[NH:24][CH2:25][c:26]2[s:27][c:28]([O:31][c:32]3[cH:33][cH:34][cH:35][cH:36][cH:37]3)[cH:29][cH:30]2)[c:20]([NH2:19])[n:41]1. Starting materials: CCO, O=[N+]([O-])c1ccc(N2CCOCC2)cc1-n1cccn1. Product: Nc1ccc(N2CCOCC2)cc1-n1cccn1. RXN SMILES: [CH3:21][CH2:22][OH:23].[N+:1]([O-:2])(=[O:3])[c:4]1[c:5](-[n:16]2[n:17][cH:18][cH:19][cH:20]2)[cH:6][c:7]([N:10]2[CH2:11][CH2:12][O:13][CH2:14][CH2:15]2)[cH:8][cH:9]1>>[NH2:1][c:4]1[c:5](-[n:16]2[n:17][cH:18][cH:19][cH:20]2)[cH:6][c:7]([N:10]2[CH2:11][CH2:12][O:13][CH2:14][CH2:15]2)[cH:8][cH:9]1.